This data is from the Open Reaction Database (ORD), a public repository of structured organic reaction records. The task is: describe an organic reaction: reactants, conditions, products, and yield Starting materials: CC(C)CCC[C@@H](C)[C@H]1CC[C@H]2[C@@H]3CC=C4C[C@@H](O)CC[C@]4(C)[C@H]3CC[C@]12C (cholesterol), C([O-])(O)=O.[Na+] (sodium bicarbonate), CC(N=C=NC(C)C)C (DIC), C1=CC(=CC=C1CCCC(=O)O)N(CCCl)CCCl (chlorambucil). The reagents and catalysts are CN(C)C=1C=CN=CC1 (DMAP). Solvent: ClCCl (dichloromethane), ClCCl (dichloromethane). Reaction conditions: time 0.5 hour. The product is CC(C)CCC[C@@H](C)[C@H]1CC[C@H]2[C@@H]3CC=C4C[C@@H](O)CC[C@]4(C)[C@H]3CC[C@]12C.ClCCN(C1=CC=C(C=C1)CCCC(=O)[O-])CCCl (Cholesterol 4-[4-[bis(2-chloroethyl)amino]phenyl]butanoate). Yield: 81.2%. Reaction SMILES: CC(C)N=C=NC(C)C.[CH:10]1[C:15]([CH2:16][CH2:17][CH2:18][C:19]([OH:21])=[O:20])=[CH:14][CH:13]=[C:12]([N:22]([CH2:26][CH2:27][Cl:28])[CH2:23][CH2:24][Cl:25])[CH:11]=1.[CH3:29][CH:30]([CH2:32][CH2:33][CH2:34][C@H:35]([C@@H:37]1[C@:55]2([CH3:56])[C@H:40]([C@H:41]3[C@H:52]([CH2:53][CH2:54]2)[C@:50]2([CH3:51])[C:44]([CH2:45][C@H:46]([CH2:48][CH2:49]2)[OH:47])=[CH:43][CH2:42]3)[CH2:39][CH2:38]1)[CH3:36])[CH3:31].C(=O)(O)[O-].[Na+]>ClCCl.CN(C1C=CN=CC=1)C>[CH3:31][CH:30]([CH2:32][CH2:33][CH2:34][C@H:35]([C@@H:37]1[C@:55]2([CH3:56])[C@H:40]([C@H:41]3[C@H:52]([CH2:53][CH2:54]2)[C@:50]2([CH3:51])[C:44]([CH2:45][C@H:46]([CH2:48][CH2:49]2)[OH:47])=[CH:43][CH2:42]3)[CH2:39][CH2:38]1)[CH3:36])[CH3:29].[Cl:25][CH2:24][CH2:23][N:22]([CH2:26][CH2:27][Cl:28])[C:12]1[CH:11]=[CH:10][C:15]([CH2:16][CH2:17][CH2:18][C:19]([O-:21])=[O:20])=[CH:14][CH:13]=1 |f:3.4,7.8|. Reported procedure: DIC (170 μl, 1.10 mmol) was added to a solution of chlorambucil (669 mg, 2.20 mmol) in dry dichloromethane (15 ml). The mixture was stirred at room temperature for 0.5 hour and added to a solution of cholesterol (387 mg, 1.00 mmol) and DMAP (122 mg, 1.00 mmol) in dichloromethane (10 ml). The reaction mixture was stirred overnight and then poured onto 5% sodium bicarbonate. The phases were separated and the organic phase was washed with brine and dried (MgSO4). The solution was filtered and conce... Starting materials: OO (Hydrogen peroxide), Cl (hydrochloric acid), O (water), N1(C=NC=2C=NC=CC21)CC=2C=CC1=C(SC(=C1SC1=CC(=CC=C1)OC)C(=O)O)C2 (6-(1H-Imidazo[4,5-c]pyridin-1-ylmethyl)-3-[(3-methoxyphenyl)sulfanyl]benzo[b]thiophene-2-carboxylic acid). Run in C(C)(=O)O (acetic acid). Run at temperature 100 celsius. Yields the product N1(C=NC=2C=NC=CC21)CC=2C=CC1=C(SC(=C1S(=O)C1=CC(=CC=C1)OC)C(=O)O)C2 (6-(1H-Imidazo[4,5-c]pyridin-1-ylmethyl)-3-[(3-methoxyphenyl)sulfinyl]benzo[b]thiophene-2-carboxylic Acid). Reaction SMILES: [OH:1]O.O.[N:4]1([CH2:13][C:14]2[CH:15]=[CH:16][C:17]3[C:21]([S:22][C:23]4[CH:28]=[CH:27][CH:26]=[C:25]([O:29][CH3:30])[CH:24]=4)=[C:20]([C:31]([OH:33])=[O:32])[S:19][C:18]=3[CH:34]=2)[C:12]2[CH:11]=[CH:10][N:9]=[CH:8][C:7]=2[N:6]=[CH:5]1.Cl>C(O)(=O)C>[N:4]1([CH2:13][C:14]2[CH:15]=[CH:16][C:17]3[C:21]([S:22]([C:23]4[CH:28]=[CH:27][CH:26]=[C:25]([O:29][CH3:30])[CH:24]=4)=[O:1])=[C:20]([C:31]([OH:33])=[O:32])[S:19][C:18]=3[CH:34]=2)[C:12]2[CH:11]=[CH:10][N:9]=[CH:8][C:7]=2[N:6]=[CH:5]1. Procedure: Hydrogen peroxide in water (0.07 ml of 30% w/v, 0.58 mmol) was added to a mixture of 6-(1H-Imidazo[4,5-c]pyridin-1-ylmethyl)-3-[(3-methoxyphenyl)sulfanyl]benzo[b]thiophene-2-carboxylic acid (Example 23--218 mg, 0.49 mmol) in acetic acid (2 ml), and 2M hydrochloric acid (2 ml). The solution was heated to 100° C. for 1 hour. The solution was cooled and the solvents were evaporated under reduced pressure. The residue was dissolved in a hot mixture of aqueous sodium hydroxide (5 ml of 1M) and methan... Starting materials: CCOc1cccc(N)c1, ClCCl, N#Cc1ccc(F)cc1, C1CCOC1. Product: CCOc1cccc(NC(=N)c2ccc(F)cc2)c1. Reaction SMILES: [CH2:1]([CH3:2])[O:3][c:4]1[cH:5][c:6]([NH2:7])[cH:8][cH:9][cH:10]1.[Cl:20][CH2:21][Cl:22].[F:11][c:12]1[cH:13][cH:14][c:15]([C:16]#[N:17])[cH:18][cH:19]1.[O:23]1[CH2:24][CH2:25][CH2:26][CH2:27]1>>[CH2:1]([CH3:2])[O:3][c:4]1[cH:5][c:6]([NH:7][C:16]([c:15]2[cH:14][cH:13][c:12]([F:11])[cH:19][cH:18]2)=[NH:17])[cH:8][cH:9][cH:10]1. Reactants: [F-].[K+] (potassiumfluoride), O (water), ClC1=CC=C(C=C1)C1=NC(=NC(=C1)C(F)(F)F)N1C=NC(=C1)[Sn](CCCC)(CCCC)CCCC (4-(4-chloro-phenyl)-2-(4-tributylstannanyl-imidazol-1-yl)-6-trifluoromethyl-pyrimidine), C(C)(C)(C)NS(=O)(=O)C1=CN=C(S1)Cl (2-chloro-thiazole-5-sulfonic acid tert-butylamide), tetrakis(triphenyl-phosphine)palladium. Run in C1(=CC=CC=C1)C (toluene). Product: C(C)(C)(C)NS(=O)(=O)C1=CN=C(S1)C=1N=CN(C1)C1=NC(=CC(=N1)C1=CC=C(C=C1)Cl)C(F)(F)F (N-tert-butyl-2-{1-[4-(4-chloro-phenyl)-6-trifluoromethyl-pyrimidin-2-yl]-1H-imidazol-4-yl}-thiazole-5-sulfonamide). Reaction SMILES: [Cl:1][C:2]1[CH:7]=[CH:6][C:5]([C:8]2[CH:13]=[C:12]([C:14]([F:17])([F:16])[F:15])[N:11]=[C:10]([N:18]3[CH:22]=[C:21]([Sn](CCCC)(CCCC)CCCC)[N:20]=[CH:19]3)[N:9]=2)=[CH:4][CH:3]=1.[C:36]([NH:40][S:41]([C:44]1[S:48][C:47](Cl)=[N:46][CH:45]=1)(=[O:43])=[O:42])([CH3:39])([CH3:38])[CH3:37].[F-].[K+].O>C1(C)C=CC=CC=1>[C:36]([NH:40][S:41]([C:44]1[S:48][C:47]([C:21]2[N:20]=[CH:19][N:18]([C:10]3[N:9]=[C:8]([C:5]4[CH:6]=[CH:7][C:2]([Cl:1])=[CH:3][CH:4]=4)[CH:13]=[C:12]([C:14]([F:17])([F:15])[F:16])[N:11]=3)[CH:22]=2)=[N:46][CH:45]=1)(=[O:42])=[O:43])([CH3:39])([CH3:37])[CH3:38] |f:2.3|. Procedure: A stirred mixture of 4-(4-chloro-phenyl)-2-(4-tributylstannanyl-imidazol-1-yl)-6-trifluoromethyl-pyrimidine (Example G.2) (0.28 g, 0.46 mmol), 2-chloro-thiazole-5-sulfonic acid tert-butylamide (Example H.1) (0.128 g, 0.5 mmol), tetrakis(triphenyl-phosphine)palladium (0.032 g, 0.028 mmol) in toluene (5 mL) was heated under reflux conditions for 15 h. The mixture was poured into saturated potassiumfluoride solution (5 mL), water (20 mL) was added and the water layer was extracted with ethyl acetat...